From a dataset of the Open Reaction Database (ORD), a public repository of structured organic reaction records. describe an organic reaction: reactants, conditions, products, and yield Starting materials: CCOCCOc1ccc(-c2ccc3c(c2)C=C(C(=O)OC)CCN3C(=O)OC(C)(C)C)cc1, CCOC(C)=O, Cl, [Na+], [OH-]. Yields the product CCOCCOc1ccc(-c2ccc3c(c2)C=C(C(=O)OC)CCN3)cc1. As a reaction SMILES: [C:1]([O:2][C:3](=[O:4])[N:8]1[CH2:9][CH2:10][C:11]([C:31](=[O:32])[O:33][CH3:34])=[CH:12][c:13]2[c:14]1[cH:15][cH:16][c:17](-[c:19]1[cH:20][cH:21][c:22]([O:25][CH2:26][CH2:27][O:28][CH2:29][CH3:30])[cH:23][cH:24]1)[cH:18]2)([CH3:5])([CH3:6])[CH3:7].[CH3:38][CH2:39][O:40][C:41](=[O:42])[CH3:43].[ClH:35].[Na+:37].[OH-:36]>>[NH:8]1[CH2:9][CH2:10][C:11]([C:31](=[O:32])[O:33][CH3:34])=[CH:12][c:13]2[c:14]1[cH:15][cH:16][c:17](-[c:19]1[cH:20][cH:21][c:22]([O:25][CH2:26][CH2:27][O:28][CH2:29][CH3:30])[cH:23][cH:24]1)[cH:18]2. Reactants: FC1=CC=C(C=C1)C1=NOC(=C1)CNC1=C(C=NC2=CC=CN=C12)[N+](=O)[O-] (N-{[3-(4-fluorophenyl)isoxazol-5-yl]methyl}-3-nitro[1,5]naphthyridin-4-amine). Run in CO (methanol). Yields the product FC1=CC=C(C=C1)C1=NOC(=C1)CNC1=C(C=NC2=CC=CN=C12)N (N4-{[3-(4-fluorophenyl)isoxazol-5-yl]methyl}[1,5]naphthyridine-3,4-diamine). The yield is 60.2%. Reaction SMILES: [F:1][C:2]1[CH:7]=[CH:6][C:5]([C:8]2[CH:12]=[C:11]([CH2:13][NH:14][C:15]3[C:24]4[C:19](=[CH:20][CH:21]=[CH:22][N:23]=4)[N:18]=[CH:17][C:16]=3[N+:25]([O-])=O)[O:10][N:9]=2)=[CH:4][CH:3]=1>CO>[F:1][C:2]1[CH:3]=[CH:4][C:5]([C:8]2[CH:12]=[C:11]([CH2:13][NH:14][C:15]3[C:24]4[C:19](=[CH:20][CH:21]=[CH:22][N:23]=4)[N:18]=[CH:17][C:16]=3[NH2:25])[O:10][N:9]=2)=[CH:6][CH:7]=1. Reported procedure: A solution of N-{[3-(4-fluorophenyl)isoxazol-5-yl]methyl}-3-nitro[1,5]naphthyridin-4-amine (15.02 g, 41.11 mmol) in hot methanol (4 L) was filtered to remove a solid and then added to a Parr vessel charged with 5% platinum on carbon (1.5 g) that had been purged with nitrogen and wet with methanol (50 mL). The vessel was purged with hydrogen three times and then placed under hydrogen pressure (25 psi, 1.7×105 Pa) for 12 hours. The catalyst was removed by filtration and washed with a mixture of di... Starting materials: COC(=O)C(Cc1ccccc1)NS(=O)(=O)c1ccc(Cl)cc1, CO, N. Product: NC(=O)C(Cc1ccccc1)NS(=O)(=O)c1ccc(Cl)cc1. As a reaction SMILES: [CH3:1][O:2][C:3]([CH:4]([CH2:5][c:6]1[cH:7][cH:8][cH:9][cH:10][cH:11]1)[NH:12][S:13](=[O:14])(=[O:15])[c:16]1[cH:17][cH:18][c:19]([Cl:22])[cH:20][cH:21]1)=[O:23].[CH3:25][OH:26].[NH3:24]>>[O:2]=[C:3]([CH:4]([CH2:5][c:6]1[cH:7][cH:8][cH:9][cH:10][cH:11]1)[NH:12][S:13](=[O:14])(=[O:15])[c:16]1[cH:17][cH:18][c:19]([Cl:22])[cH:20][cH:21]1)[NH2:24]. Reaction conditions: temperature 80 celsius. Reported procedure: To an ambient temperature solution of trifluoro-methanesulfonic acid 4-acetyl-3-methyl-phenyl ester (6.10 g, 21.61 mmol) in dioxane/water (150/30 mL) is added 4-(trifluoromethyl)phenylboronic acid (4.51 g, 23.77 mmol), potassium carbonate (4.48 g, 32.42 mmol) and the reaction mixture is degassed with nitrogen for 20 min. Tetrakis(triphenylphosphine)palladium (1.25 g, 1.08 mmol) is added and the reaction mixture is heated to 80° C. overnight. TLC (10% EtOAc/hexane) indicates complete consumption ... Run in O1CCOCC1.O (dioxane water). Reagents/catalysts: C=1C=CC(=CC1)[P](C=2C=CC=CC2)(C=3C=CC=CC3)[Pd]([P](C=4C=CC=CC4)(C=5C=CC=CC5)C=6C=CC=CC6)([P](C=7C=CC=CC7)(C=8C=CC=CC8)C=9C=CC=CC9)[P](C=1C=CC=CC1)(C=1C=CC=CC1)C=1C=CC=CC1 (Tetrakis(triphenylphosphine)palladium). As a reaction SMILES: [C:1]([C:4]1[CH:9]=[CH:8][C:7](OS(C(F)(F)F)(=O)=O)=[CH:6][C:5]=1[CH3:18])(=[O:3])[CH3:2].[F:19][C:20]([F:31])([F:30])[C:21]1[CH:26]=[CH:25][C:24](B(O)O)=[CH:23][CH:22]=1.C(=O)([O-])[O-].[K+].[K+].CCOC(C)=O.CCCCCC>O1CCOCC1.O.C1C=CC([P]([Pd]([P](C2C=CC=CC=2)(C2C=CC=CC=2)C2C=CC=CC=2)([P](C2C=CC=CC=2)(C2C=CC=CC=2)C2C=CC=CC=2)[P](C2C=CC=CC=2)(C2C=CC=CC=2)C2C=CC=CC=2)(C2C=CC=CC=2)C2C=CC=CC=2)=CC=1>[CH3:18][C:5]1[CH:6]=[C:7]([C:24]2[CH:25]=[CH:26][C:21]([C:20]([F:31])([F:30])[F:19])=[CH:22][CH:23]=2)[CH:8]=[CH:9][C:4]=1[C:1](=[O:3])[CH3:2] |f:2.3.4,5.6,7.8,^1:60,62,81,100|. Yield: 96.0%. The product is CC=1C=C(C=CC1C(C)=O)C1=CC=C(C=C1)C(F)(F)F (1-(3-Methyl-4′-trifluoromethyl-biphenyl-4-yl)-ethanone). The reactants are C(C)(=O)C1=C(C=C(C=C1)OS(=O)(=O)C(F)(F)F)C (trifluoro-methanesulfonic acid 4-acetyl-3-methyl-phenyl ester), FC(C1=CC=C(C=C1)B(O)O)(F)F (4-(trifluoromethyl)phenylboronic acid), C([O-])([O-])=O.[K+].[K+] (potassium carbonate), CCOC(=O)C.CCCCCC (EtOAc hexane).